Dataset: the Open Reaction Database (ORD), a public repository of structured organic reaction records. Task: describe an organic reaction: reactants, conditions, products, and yield Starting materials: C1=CCC(C(c2ccccc2)c2ccccc2)OC1, ClCCl, [Na+], [Na+], O=C(OO)c1cccc(Cl)c1, O=S([O-])[O-]. The product is c1ccc(C(c2ccccc2)C2CC3OC3CO2)cc1. As a reaction SMILES: [CH:1]([c:2]1[cH:3][cH:4][cH:5][cH:6][cH:7]1)([c:8]1[cH:9][cH:10][cH:11][cH:12][cH:13]1)[CH:14]1[O:15][CH2:16][CH:17]=[CH:18][CH2:19]1.[Cl:37][CH2:38][Cl:39].[Na+:35].[Na+:36].[OH:20][O:21][C:22]([c:23]1[cH:24][c:25]([Cl:26])[cH:27][cH:28][cH:29]1)=[O:30].[S:31]([O-:32])([O-:33])=[O:34]>>[CH:1]([c:2]1[cH:3][cH:4][cH:5][cH:6][cH:7]1)([c:8]1[cH:9][cH:10][cH:11][cH:12][cH:13]1)[CH:14]1[O:15][CH2:16][CH:17]2[CH:18]([CH2:19]1)[O:20]2. Starting materials: CC1=CC=C(C=C1)S (4-methyl-benzenethiol), BrC=1C=C(C=CC1I)C(F)(F)F (3-bromo-4-iodo-benzotrifluoride). The product is BrC1=C(C=CC(=C1)C(F)(F)F)SC1=CC=C(C=C1)C (1-Bromo-2-(4-methyl-phenylsulfanyl)-5-trifluoromethyl-benzene). RXN SMILES: [CH3:1][C:2]1[CH:7]=[CH:6][C:5]([SH:8])=[CH:4][CH:3]=1.[Br:9][C:10]1[CH:11]=[C:12]([C:17]([F:20])([F:19])[F:18])[CH:13]=[CH:14][C:15]=1I>>[Br:9][C:10]1[CH:11]=[C:12]([C:17]([F:20])([F:19])[F:18])[CH:13]=[CH:14][C:15]=1[S:8][C:5]1[CH:6]=[CH:7][C:2]([CH3:1])=[CH:3][CH:4]=1. Procedure details: Prepared from 4-methyl-benzenethiol and 3-bromo-4-iodo-benzotrifluoride.